This data is from the Open Reaction Database (ORD), a public repository of structured organic reaction records. The task is: describe an organic reaction: reactants, conditions, products, and yield Starting materials: C(C)N(C1=C(C=CC(=C1)OC)[C@@H]1CC=2C=CC(=CC2CC1)OC(C(C)(C)C)=O)C(C1=CC=C(C=C1)O)=O (pivalic acid (S)-6-{2-[ethyl(4-hydroxybenzoyl)amino]-4-methoxyphenyl}-5,6,7,8-tetrahydronaphthalen-2-yl ester), N1(CCC1)C(CCl)=O (1-azetidin-1-yl-2-chloroethanone). The product is N1(CCC1)CCOC1=CC=C(CCCNC2=C(C=CC(=C2)OC)[C@@H]2CC=3C=CC(=CC3CC2)O)C=C1 ((S)-6-{2-{[4-(2-Azetidin-1-ylethoxy)benzyl]ethylamino}-4-methoxyphenyl}-5,6,7,8-tetrahydronaphthalen-2-ol). Yield: 68.0%. Reaction SMILES: C([N:3](C(=O)C1C=CC(O)=CC=1)[C:4]1[CH:9]=[C:8]([O:10][CH3:11])[CH:7]=[CH:6][C:5]=1[C@H:12]1[CH2:21][CH2:20][C:19]2[CH:18]=[C:17]([O:22]C(=O)C(C)(C)C)[CH:16]=[CH:15][C:14]=2[CH2:13]1)C.[N:38]1([C:42](=O)[CH2:43]Cl)[CH2:41][CH2:40][CH2:39]1>>[N:38]1([CH2:42][CH2:43][O:10][C:8]2[CH:9]=[CH:4][C:5]([CH2:12][CH2:13][CH2:14][NH:3][C:4]3[CH:9]=[C:8]([O:10][CH3:11])[CH:7]=[CH:6][C:5]=3[C@H:12]3[CH2:21][CH2:20][C:19]4[CH:18]=[C:17]([OH:22])[CH:16]=[CH:15][C:14]=4[CH2:13]3)=[CH:6][CH:7]=2)[CH2:41][CH2:40][CH2:39]1. Reported procedure: Synthesized from pivalic acid (S)-6-{2-[ethyl(4-hydroxybenzoyl)amino]-4-methoxyphenyl}-5,6,7,8-tetrahydronaphthalen-2-yl ester (20 mg) and 1-azetidin-1-yl-2-chloroethanone (11 mg) according to an analogous synthetic method to Example 404 and purified by LC-MS, the title compound (6.6 mg) was obtained. Reactants: CCOC(=O)c1c(C)[nH]c(C=O)c1CCCN1CCN(C)CC1, C1CCNCC1, CCO, O=C1Cc2c(cccc2-c2cccc(F)c2)N1. Product: CCOC(=O)c1c(C)[nH]c(C=C2C(=O)Nc3cccc(-c4cccc(F)c4)c32)c1CCCN1CCN(C)CC1. RXN SMILES: [CH2:18]([CH3:19])[O:20][C:21](=[O:22])[c:23]1[c:24]([CH3:40])[nH:25][c:26]([CH:38]=[O:39])[c:27]1[CH2:28][CH2:29][CH2:30][N:31]1[CH2:32][CH2:33][N:34]([CH3:37])[CH2:35][CH2:36]1.[CH2:41]1[CH2:42][CH2:43][NH:44][CH2:45][CH2:46]1.[CH3:47][CH2:48][OH:49].[F:1][c:2]1[cH:3][c:4](-[c:8]2[c:9]3[c:13]([cH:14][cH:15][cH:16]2)[NH:12][C:11](=[O:17])[CH2:10]3)[cH:5][cH:6][cH:7]1>>[F:1][c:2]1[cH:3][c:4](-[c:8]2[c:9]3[c:13]([cH:14][cH:15][cH:16]2)[NH:12][C:11](=[O:17])[C:10]3=[CH:38][c:26]2[nH:25][c:24]([CH3:40])[c:23]([C:21]([O:20][CH2:18][CH3:19])=[O:22])[c:27]2[CH2:28][CH2:29][CH2:30][N:31]2[CH2:32][CH2:33][N:34]([CH3:37])[CH2:35][CH2:36]2)[cH:5][cH:6][cH:7]1.